From a dataset of the Open Reaction Database (ORD), a public repository of structured organic reaction records. describe an organic reaction: reactants, conditions, products, and yield The reactants are COc1cc([N+](=O)[O-])ccc1NC(=O)C1NC(CC(C)(C)C)C2(C(=O)Nc3cc(Cl)ccc32)C1c1cccc(Cl)c1F, CO, [Cl-], [NH4+], [Zn]. Product: COc1cc(N)ccc1NC(=O)C1NC(CC(C)(C)C)C2(C(=O)Nc3cc(Cl)ccc32)C1c1cccc(Cl)c1F. RXN SMILES: [CH3:1][O:2][c:3]1[c:4]([NH:12][C:13](=[O:14])[CH:15]2[CH:16]([c:35]3[c:36]([F:42])[c:37]([Cl:41])[cH:38][cH:39][cH:40]3)[C:17]3([C:18](=[O:27])[NH:19][c:20]4[cH:21][c:22]([Cl:26])[cH:23][cH:24][c:25]43)[CH:28]([CH2:30][C:31]([CH3:32])([CH3:33])[CH3:34])[NH:29]2)[cH:5][cH:6][c:7]([N+:9]([O-:10])=[O:11])[cH:8]1.[CH3:45][OH:46].[Cl-:43].[NH4+:44].[Zn:47]>>[CH3:1][O:2][c:3]1[c:4]([NH:12][C:13](=[O:14])[CH:15]2[CH:16]([c:35]3[c:36]([F:42])[c:37]([Cl:41])[cH:38][cH:39][cH:40]3)[C:17]3([C:18](=[O:27])[NH:19][c:20]4[cH:21][c:22]([Cl:26])[cH:23][cH:24][c:25]43)[CH:28]([CH2:30][C:31]([CH3:32])([CH3:33])[CH3:34])[NH:29]2)[cH:5][cH:6][c:7]([NH2:9])[cH:8]1. The reactants are CC(C)(C)OC(=O)N1CCC2CN(Cc3cc4nc(-c5cc(F)cc6[nH]ccc56)nc(N5CCOCC5)c4s3)CCC21, ClCCl, O=C(O)C(F)(F)F. The product is Fc1cc(-c2nc(N3CCOCC3)c3sc(CN4CCC5NCCC5C4)cc3n2)c2cc[nH]c2c1. RXN SMILES: [C:1]([O:2][C:3](=[O:4])[N:8]1[CH2:9][CH2:10][CH:11]2[CH2:12][N:13]([CH2:17][c:18]3[cH:19][c:20]4[n:21][c:22](-[c:33]5[c:34]6[cH:35][cH:36][nH:37][c:38]6[cH:39][c:40]([F:42])[cH:41]5)[n:23][c:24]([N:27]5[CH2:28][CH2:29][O:30][CH2:31][CH2:32]5)[c:25]4[s:26]3)[CH2:14][CH2:15][CH:16]12)([CH3:5])([CH3:6])[CH3:7].[Cl:50][CH2:51][Cl:52].[F:43][C:44]([F:45])([F:46])[C:47]([OH:48])=[O:49]>>[NH:8]1[CH2:9][CH2:10][CH:11]2[CH2:12][N:13]([CH2:17][c:18]3[cH:19][c:20]4[n:21][c:22](-[c:33]5[c:34]6[cH:35][cH:36][nH:37][c:38]6[cH:39][c:40]([F:42])[cH:41]5)[n:23][c:24]([N:27]5[CH2:28][CH2:29][O:30][CH2:31][CH2:32]5)[c:25]4[s:26]3)[CH2:14][CH2:15][CH:16]12. Starting materials: ClC1=CC=C(C2=C1CC(O2)(C)C)[N+](=O)[O-] (4-chloro-2,3-dihydro-2,2-dimethyl-7-nitrobenzofuran), BrN1C(CCC1=O)=O (N-bromosuccinimide). The reagents and catalysts are C(C1=CC=CC=C1)(=O)OOC(C1=CC=CC=C1)=O (benzoyl peroxide). Solvent: C(Cl)(Cl)(Cl)Cl (carbon tetrachloride). The product is BrC1C(OC2=C1C(=CC=C2[N+](=O)[O-])Cl)(C)C (3-bromo-4-chloro-2,3-dihydro-2,2-dimethyl-7-nitrobenzofuran). The yield is 95.4%. As a reaction SMILES: [Cl:1][C:2]1[C:7]2[CH2:8][C:9]([CH3:12])([CH3:11])[O:10][C:6]=2[C:5]([N+:13]([O-:15])=[O:14])=[CH:4][CH:3]=1.[Br:16]N1C(=O)CCC1=O>C(Cl)(Cl)(Cl)Cl.C(OOC(=O)C1C=CC=CC=1)(=O)C1C=CC=CC=1>[Br:16][CH:8]1[C:7]2[C:2]([Cl:1])=[CH:3][CH:4]=[C:5]([N+:13]([O-:15])=[O:14])[C:6]=2[O:10][C:9]1([CH3:12])[CH3:11]. Procedure: A mixture of 11.82 g (0.052 mole) of 4-chloro-2,3-dihydro-2,2-dimethyl-7-nitrobenzofuran (Example 1, Step C) and 9.3 g (0.052 mole) of N-bromosuccinimide in 200 mL of carbon tetrachloride was irradiated with a sun lamp for approximately 16 hours. No reaction occurred during this time. To this mixture was then added 0.10 g of benzoyl peroxide, and the reaction mixture was then heated at reflux and irradiated simultaneously for a period of five hours. The sun lamp was turned off, and the mixture w... Starting materials: NN (Hydrazine), Cl.CON (O-Methyl-hydroxylamine hydrochloride), C([O-])([O-])=O.[K+].[K+] (potassium carbonate), ClC1=CC(=C(C=O)C(=C1)F)F (4-Chloro-2,6-difluoro-benzaldehyde). The solvent is C(C)(=O)OCC (ethyl acetate), O (water), COCCOC (1,2-dimethoxyethane). Reaction conditions: temperature 35 celsius, time 24 hour. Product: ClC1=CC(=C2C=NNC2=C1)F (6-chloro-4-fluoro-1H-indazole). The yield is 48.3%. As a reaction SMILES: [Cl:1][C:2]1[CH:9]=[C:8](F)[C:5]([CH:6]=O)=[C:4]([F:11])[CH:3]=1.Cl.CON.C(=O)([O-])[O-].[K+].[K+].[NH2:22][NH2:23]>COCCOC.C(OCC)(=O)C.O>[Cl:1][C:2]1[CH:9]=[C:8]2[C:5]([CH:6]=[N:22][NH:23]2)=[C:4]([F:11])[CH:3]=1 |f:1.2,3.4.5|. Procedure: 4-Chloro-2,6-difluoro-benzaldehyde (15 g, 85 mmol) was dissolved in 1,2-dimethoxyethane 170 ml). O-Methyl-hydroxylamine hydrochloride (7.1 g, 85 mmol) and potassium carbonate (12.9 g, 93.5 mmol) were then added and the mixture was stirred at 35° C. for 24 h. The reaction was filtered, rinsed with dichloromethane, evaporated and redissolved in DMF (170 ml). Hydrazine (2.9 ml 93.5 mmol) was added and the reaction was stirred at 100° C. for 1 h. After cooling, water and ethyl acetate were added. Th... Starting materials: C(C)(C)(C)OC(=O)N[C@@H]1CC[C@H](CC1)OC1=C2C(=CN=CC2=CC=C1)N (trans-N-(tert-butoxycarbonyl)-4-[(4-amino-5-isoquinolyl)oxy]cyclohexylamine), Cl.CO (hydrogen chloride methanol). Product: Cl.NC1=CN=CC2=CC=CC(=C12)O[C@@H]1CC[C@H](CC1)N (trans-4-[(4-amino-5-isoquinolyl)oxy]cyclohexylamine hydrochloride). As a reaction SMILES: C(OC([NH:8][C@H:9]1[CH2:14][CH2:13][C@H:12]([O:15][C:16]2[CH:25]=[CH:24][CH:23]=[C:22]3[C:17]=2[C:18]([NH2:26])=[CH:19][N:20]=[CH:21]3)[CH2:11][CH2:10]1)=O)(C)(C)C.[ClH:27].CO>>[ClH:27].[NH2:26][C:18]1[C:17]2[C:22](=[CH:23][CH:24]=[CH:25][C:16]=2[O:15][C@H:12]2[CH2:11][CH2:10][C@H:9]([NH2:8])[CH2:14][CH2:13]2)[CH:21]=[N:20][CH:19]=1 |f:1.2,3.4|. Procedure: According to the method of Example 1, Step C, deprotection was performed (room temperature, 8 hours) by using Intermediate 125 (36.1 mg) and 10% hydrogen chloride/methanol solution (2 ml). The solvent was evaporated under reduced pressure, and the residue was added with methanol (0.5 ml) and diethyl ether (1.5 ml). The deposited precipitates were collected by filtration and washed with diethyl ether to obtain the title compound (13.3 mg). Yields the product C(C1=CC=CC=C1)(C1=CC=CC=C1)N1CCN(CC1)CC1C(C2=CC=C(C=C2CC1)OC)O (2-(4-benzhydryl-1-piperazinylmethyl)-6-methoxy-1,2,3,4-tetrahydro-1-naphthalenol). Reported procedure: In a mixture of 50 ml. of chloroform and 100 ml. of methanol is dissolved 3.5 g. of 2-(4-benzhydryl-1-piperazinylmethyl)-6-methoxy-3,4-dihydro-1(2H)-naphthalenone. Following the addition of 3 g. of sodium borohydride, the solution is stirred at room temperature for 30 minutes. The reaction mixture is then diluted with 500 ml. of water and extracted with chloroform. The extract is dried over anhydrous sodium sulfate and distilled under reduced pressure to remove the solvent, whereby 3 g. of 2-(4-... The solvent is CO (methanol). Reaction SMILES: C(Cl)(Cl)Cl.[CH:5]([N:18]1[CH2:23][CH2:22][N:21]([CH2:24][CH:25]2[CH2:34][CH2:33][C:32]3[C:27](=[CH:28][CH:29]=[C:30]([O:35][CH3:36])[CH:31]=3)[C:26]2=[O:37])[CH2:20][CH2:19]1)([C:12]1[CH:17]=[CH:16][CH:15]=[CH:14][CH:13]=1)[C:6]1[CH:11]=[CH:10][CH:9]=[CH:8][CH:7]=1.[BH4-].[Na+]>CO>[CH:5]([N:18]1[CH2:23][CH2:22][N:21]([CH2:24][CH:25]2[CH2:34][CH2:33][C:32]3[C:27](=[CH:28][CH:29]=[C:30]([O:35][CH3:36])[CH:31]=3)[CH:26]2[OH:37])[CH2:20][CH2:19]1)([C:12]1[CH:13]=[CH:14][CH:15]=[CH:16][CH:17]=1)[C:6]1[CH:11]=[CH:10][CH:9]=[CH:8][CH:7]=1 |f:2.3|. The reactants are C(Cl)(Cl)Cl (chloroform), C(C1=CC=CC=C1)(C1=CC=CC=C1)N1CCN(CC1)CC1C(C2=CC=C(C=C2CC1)OC)=O (2-(4-benzhydryl-1-piperazinylmethyl)-6-methoxy-3,4-dihydro-1(2H)-naphthalenone), [BH4-].[Na+] (sodium borohydride).